This data is from the Open Reaction Database (ORD), a public repository of structured organic reaction records. The task is: describe an organic reaction: reactants, conditions, products, and yield Run at time 30 minute. Reagents/catalysts: [Pd] (palladium on carbon). The product is NC1=C(OC(C(C(=O)OCC)O)C2=CC=CC=C2)C=CC=C1 (Ethyl 3-(2-aminophenoxy)-2-hydroxy-3-phenylpropanoate). Starting materials: OC(C(=O)OCC)C(C1=CC=CC=C1)OC1=C(C=CC=C1)[N+](=O)[O-] (Ethyl 2-hydroxy-3-(2-nitrophenoxy)-3-phenylpropanoate). The solvent is C(C)O (ethanol). Procedure details: To a solution of erythro ethyl 2-hydroxy-3-(2-nitrophenoxy)-3-phenylpropanoate (6a) (3.956 g, 11.940 mmol) in ethanol (150 mL) was added 5% palladium on carbon (500 mg) and the mixture was hydrogenated at 35 psi on a Parr shaker for 30 min. The reaction mixture was filtered through diatomaceous earth and the resulting solution concentrated in-vacuo. The residue was purified by flash chromatography on silica gel eluting with ethyl acetate to afford the title compound (3.585 g, 99%) as a red oil. ... RXN SMILES: [OH:1][CH:2]([CH:8]([O:15][C:16]1[CH:21]=[CH:20][CH:19]=[CH:18][C:17]=1[N+:22]([O-])=O)[C:9]1[CH:14]=[CH:13][CH:12]=[CH:11][CH:10]=1)[C:3]([O:5][CH2:6][CH3:7])=[O:4]>C(O)C.[Pd]>[NH2:22][C:17]1[CH:18]=[CH:19][CH:20]=[CH:21][C:16]=1[O:15][CH:8]([C:9]1[CH:14]=[CH:13][CH:12]=[CH:11][CH:10]=1)[CH:2]([OH:1])[C:3]([O:5][CH2:6][CH3:7])=[O:4]. Yield: 99.6%. Reactants: COC(C1=CC=C(C=C1)C(C)=O)=O (methyl-4-acetylbenzoate), COC(C1=CC=C(C=C1)C(CBr)=O)=O (4-bromoacetyl-benzoic acid methyl ester), C(C)(=S)N (thioacetamide), COC(C1=CC=C(C=C1)C=1N=C(SC1)C)=O (4-(2-methyl-thiazol-4-yl)-benzoic acid methyl ester), [OH-].[Li+] (lithium hydroxide), C(C1=CC=CC=C1)(=O)[O-] (benzoate), BrBr (Bromine). Run in C(C)(=O)O (acetic acid), C(C)O (ethanol), CO (methanol), O (water), O1CCCC1 (tetrahydrofuran). Reaction conditions: temperature 70 celsius, time 19 hour. Product: CC=1SC=C(N1)C1=CC=C(C(=O)O)C=C1 (4-(2-methyl-thiazol-4-yl)-benzoic acid). The yield is 93.9%. Reaction SMILES: COC(=O)C1C=CC(C(=O)C)=CC=1.C([O-])(=O)C1C=CC=CC=1.BrBr.COC(=O)C1C=CC(C(=O)CBr)=CC=1.C(N)(=S)C.C[O:44][C:45](=[O:58])[C:46]1[CH:51]=[CH:50][C:49]([C:52]2[N:53]=[C:54]([CH3:57])[S:55][CH:56]=2)=[CH:48][CH:47]=1.[OH-].[Li+]>CO.O.O1CCCC1.C(O)C.C(O)(=O)C>[CH3:57][C:54]1[S:55][CH:56]=[C:52]([C:49]2[CH:50]=[CH:51][C:46]([C:45]([OH:58])=[O:44])=[CH:47][CH:48]=2)[N:53]=1 |f:6.7|. Procedure details: A mixture of methyl-4-acetylbenzoate (7.59 g, 43 mmol) and acetic acid (100 mL) was heated to 70° C. The reaction was cooled to 30° C. once the benzoate was dissolved. Bromine (2.2 mL, 43 mmol) was added dropwise over a period of 30 mins. The reaction was stirred at ambient temperature under nitrogen for 19 hrs. Precipitates formed upon cooling with an ice bath. The precipitate was filtered and washed with a cold solution of 1:1 MeOH/H2O. The crude material (5.05 g) was taken to the next reactio...